Dataset: the Open Reaction Database (ORD), a public repository of structured organic reaction records. Task: describe an organic reaction: reactants, conditions, products, and yield Starting materials: C(OC1CN(C1)C1=NC=C(C=C1)C(N)=O)(OC1=CC=C(C=C1)[N+](=O)[O-])=O (1-(5-carbamoylpyridin-2-yl)-azetidin-3-yl 4-nitrophenyl carbonate), C(C)(C)N1CCNCC1 (1-isopropylpiperazine). Solvent: C(Cl)Cl (DCM). Run at time 24 hour. The product is C(C)(C)N1CCN(CC1)C(=O)OC1CN(C1)C1=NC=C(C=C1)C(N)=O (1-(5-carbamoylpyridin-2-yl)azetidin-3-yl 4-isopropylpiperazine-1-carboxylate). The yield is 10.1%. Reaction SMILES: [C:1](=[O:26])(OC1C=CC([N+]([O-])=O)=CC=1)[O:2][CH:3]1[CH2:6][N:5]([C:7]2[CH:12]=[CH:11][C:10]([C:13](=[O:15])[NH2:14])=[CH:9][N:8]=2)[CH2:4]1.[CH:27]([N:30]1[CH2:35][CH2:34][NH:33][CH2:32][CH2:31]1)([CH3:29])[CH3:28]>C(Cl)Cl>[CH:27]([N:30]1[CH2:35][CH2:34][N:33]([C:1]([O:2][CH:3]2[CH2:4][N:5]([C:7]3[CH:12]=[CH:11][C:10]([C:13](=[O:15])[NH2:14])=[CH:9][N:8]=3)[CH2:6]2)=[O:26])[CH2:32][CH2:31]1)([CH3:29])[CH3:28]. Reported procedure: To a solution of 1-(5-carbamoylpyridin-2-yl)-azetidin-3-yl 4-nitrophenyl carbonate (0.36 g, 1 mmol) in DCM (5 mL) under nitrogen was added 1-isopropylpiperazine (0.13 g, 1 mmol). The resulting solution was stirred under N2 at room temperature for 24 h. The reaction mixture was then filtered and the filter cake was washed with DCM. The combined filtrates were concentrated to afford the crude product. After further purified by preparative HPLC, the title compound (35 mg, 10%) was obtained as a yel... The reactants are O=C([O-])[O-], CN(C)C=O, CCOC(C)=O, CCCI, [K+], [K+], CCCc1c(Cc2ccc(-c3ccccc3C#N)cc2)c(=O)[nH]c2ncnn12. The product is CCCc1c(Cc2ccc(-c3ccccc3C#N)cc2)c(=O)n(CCC)c2ncnn12. RXN SMILES: [C:33](=[O:34])([O-:35])[O-:36].[CH3:39][N:40]([CH3:41])[CH:42]=[O:43].[CH3:44][CH2:45][O:46][C:47](=[O:48])[CH3:49].[I:29][CH2:30][CH2:31][CH3:32].[K+:37].[K+:38].[O:1]=[c:2]1[nH:3][c:4]2[n:5]([c:6]([CH2:23][CH2:24][CH3:25])[c:7]1[CH2:8][c:9]1[cH:10][cH:11][c:12](-[c:15]3[c:16]([C:21]#[N:22])[cH:17][cH:18][cH:19][cH:20]3)[cH:13][cH:14]1)[n:26][cH:27][n:28]2>>[O:1]=[c:2]1[n:3]([CH2:30][CH2:31][CH3:32])[c:4]2[n:5]([c:6]([CH2:23][CH2:24][CH3:25])[c:7]1[CH2:8][c:9]1[cH:10][cH:11][c:12](-[c:15]3[c:16]([C:21]#[N:22])[cH:17][cH:18][cH:19][cH:20]3)[cH:13][cH:14]1)[n:26][cH:27][n:28]2. Starting materials: C1(CC1)C1=NOC(=N1)C=1C2(CCC(CC1)N2)C (2-(3-Cyclopropyl-1,2,4-oxadiazol-5-yl)-methyl-8-azabicyclo[3.2.1]oct-2-ene), ClC(=O)OC(C)Cl (1-chloroethyl chloroformate). The solvent is ClC(C)Cl (dichlorethane). Reported procedure: 2-(3-Cyclopropyl-1,2,4-oxadiazol-5-yl)-methyl-8-azabicyclo[3.2.1]oct-2-ene (525 mg, 2.3 mmol) was dissolved in dry dichlorethane (10 ml). The solution was cooled on ice and 1-chloroethyl chloroformate (370 μl, 3.4 mmol was added). The reaction mixture was heated under reflux for 1.5 h and the solvent evaporated. Methanol (20 ml) was added and the mixture heated under reflux for further 1.5 h. The mixture was treated with charcoal, filtered and concentrated in vacuo. Yields the product Cl.C1(CC1)C1=NOC(=N1)C=1C2CCC(CC1)N2 (2-(3-Cyclopropyl-1,2,4-oxadiazol-5-yl)-8-azabicyclo[3.2.1]oct-2-ene hydrochloride). Reaction SMILES: [CH:1]1([C:4]2[N:8]=[C:7]([C:9]3[C:10]4(C)[NH:16][CH:13]([CH2:14][CH:15]=3)[CH2:12][CH2:11]4)[O:6][N:5]=2)[CH2:3][CH2:2]1.[Cl:18]C(OC(Cl)C)=O>ClC(Cl)C>[ClH:18].[CH:1]1([C:4]2[N:8]=[C:7]([C:9]3[CH:10]4[NH:16][CH:13]([CH2:14][CH:15]=3)[CH2:12][CH2:11]4)[O:6][N:5]=2)[CH2:3][CH2:2]1 |f:3.4|. Starting materials: O=C(Cl)CCCCBr, CC(C)(C)OC(=O)N1CCc2cc(N)ccc21, C1CCOC1, CC(C)(C)[O-], [K+], O. Yields the product CC(C)(C)OC(=O)N1CCc2cc(N3CCCCC3=O)ccc21. RXN SMILES: [Br:18][CH2:19][CH2:20][CH2:21][CH2:22][C:23](=[O:24])[Cl:25].[C:1]([CH3:2])([CH3:3])([CH3:4])[O:5][C:6](=[O:7])[N:8]1[CH2:9][CH2:10][c:11]2[cH:12][c:13]([NH2:17])[cH:14][cH:15][c:16]21.[CH2:26]1[O:27][CH2:28][CH2:29][CH2:30]1.[CH3:31][C:32]([CH3:33])([O-:34])[CH3:35].[K+:36].[OH2:37]>>[C:1]([CH3:2])([CH3:3])([CH3:4])[O:5][C:6](=[O:7])[N:8]1[CH2:9][CH2:10][c:11]2[cH:12][c:13]([N:17]3[CH2:19][CH2:20][CH2:21][CH2:22][C:23]3=[O:24])[cH:14][cH:15][c:16]21. The reactants are C1(CCCC1)C1=NC=2N(C(N(C(C2N1)=O)C)=O)C (8-cyclopentyl-1,3-dimethylxanthine), C(=O)([O-])[O-].[K+].[K+] (K2CO3), ClC1=C(CBr)C(=CC=C1)F (2-chloro-6-fluorobenzyl bromide). Solvent: CN(C)C=O (DMF). Reaction conditions: temperature 60 celsius. The product is ClC1=C(CN2C(=NC=3N(C(N(C(C23)=O)C)=O)C)C2CCCC2)C(=CC=C1)F (7-(2-Chloro-6-fluorobenzyl)-8-cyclopentyl-1,3-dimethyl-3,7-dihydro-1H-purine-2,6-dione). The yield is 14.7%. RXN SMILES: [CH:1]1([C:6]2[NH:14][C:13]3[C:12](=[O:15])[N:11]([CH3:16])[C:10](=[O:17])[N:9]([CH3:18])[C:8]=3[N:7]=2)[CH2:5][CH2:4][CH2:3][CH2:2]1.C([O-])([O-])=O.[K+].[K+].[Cl:25][C:26]1[CH:33]=[CH:32][CH:31]=[C:30]([F:34])[C:27]=1[CH2:28]Br>CN(C=O)C>[Cl:25][C:26]1[CH:33]=[CH:32][CH:31]=[C:30]([F:34])[C:27]=1[CH2:28][N:14]1[C:13]2[C:12](=[O:15])[N:11]([CH3:16])[C:10](=[O:17])[N:9]([CH3:18])[C:8]=2[N:7]=[C:6]1[CH:1]1[CH2:2][CH2:3][CH2:4][CH2:5]1 |f:1.2.3|. Reported procedure: A solution of 8-cyclopentyl-1,3-dimethylxanthine (100 mg, 0.40 mmol) and K2CO3 (80 mg, 0.58 mmol) was treated with 2-chloro-6-fluorobenzyl bromide (142 mg, 0.64 mmol) dissolved in 400 μL DMF. The reaction mixture was sealed and heated to 60° C. for 24 hrs. The reaction mixture was cooled and purified by preparative thin layer chromatography (silica gel, 1 mm plate, EM Science 20×20 cm silica gel 60 F264) eluting with EtOAc:hexane (1:1) to give 23 mg (14% yield) of the title compound as a white s... The reactants are C(C)C1=CSC=2NC(C(NC21)=O)=O (7-ethylthieno[2,3-b]pyrazine-2,3(1H,4H)-dione), S(=O)(=O)(Cl)Cl (sulphuryl chloride). The solvent is C(C)(=O)O (acetic acid). Reaction conditions: time 1 hour. Product: ClC1=C(C2=C(NC(C(N2)=O)=O)S1)CC (6-Chloro-7-ethylthieno(2,3-b)pyrazine-2,3(1H,4H)-dione). Reaction SMILES: [CH2:1]([C:3]1[C:11]2[NH:10][C:9](=[O:12])[C:8](=[O:13])[NH:7][C:6]=2[S:5][CH:4]=1)[CH3:2].S(Cl)([Cl:17])(=O)=O>C(O)(=O)C>[Cl:17][C:4]1[S:5][C:6]2[NH:7][C:8](=[O:13])[C:9](=[O:12])[NH:10][C:11]=2[C:3]=1[CH2:1][CH3:2]. Procedure details: A solution of 7-ethylthieno[2,3-b]pyrazine-2,3(1H,4H)-dione (1.0 g, 5.1 mmol) in 250 ml of acetic acid was stirred in a dry nitrogen atmosphere and sulphuryl chloride (0.41 ml, 5.1 mmol) was added dropwise. Stirring was continued for 1 h, the precipitate was filtered off, washed with water and dried at 100° C. under reduced pressure (30 Torr). Yield 0.77 g (65%) of the title compound. M.p. 282°-284° C. 1H-NMR (DMSO-D6, δ): 1.05 (t, 3H), 2.65 (q, 2H), 12.02 (s, 1H), 12.19 (s, 1H). The reactants are ClC=1C=C(C=CC1F)NC=1C2=C(N=CN1)C=NC(=N2)NC[C@@H]2CC[C@H](CC2)C(=O)OC (4-[(3-Chloro-4-fluoro-phenyl)amino]-6-[(trans-4-(methoxycarbonyl)cyclohexyl-methyl)-amino]-pyrimido[5,4-d]pyrimidine), [OH-].[Na+] (sodium hydroxide). The solvent is CO.O1CCCC1 (methanol tetrahydrofuran). Product: ClC=1C=C(C=CC1F)NC=1C2=C(N=CN1)C=NC(=N2)NC[C@@H]2CC[C@H](CC2)C(=O)O (4-[(3-Chloro-4-fluoro-phenyl)amino]-6-[(trans-4-carboxy-cyclohexyl-methyl)-amino]-pyrimido[5,4-d]pyrimidine). As a reaction SMILES: [Cl:1][C:2]1[CH:3]=[C:4]([NH:9][C:10]2[C:11]3[N:19]=[C:18]([NH:20][CH2:21][C@H:22]4[CH2:27][CH2:26][C@H:25]([C:28]([O:30]C)=[O:29])[CH2:24][CH2:23]4)[N:17]=[CH:16][C:12]=3[N:13]=[CH:14][N:15]=2)[CH:5]=[CH:6][C:7]=1[F:8].[OH-].[Na+]>CO.O1CCCC1>[Cl:1][C:2]1[CH:3]=[C:4]([NH:9][C:10]2[C:11]3[N:19]=[C:18]([NH:20][CH2:21][C@H:22]4[CH2:27][CH2:26][C@H:25]([C:28]([OH:30])=[O:29])[CH2:24][CH2:23]4)[N:17]=[CH:16][C:12]=3[N:13]=[CH:14][N:15]=2)[CH:5]=[CH:6][C:7]=1[F:8] |f:1.2,3.4|. Procedure details: Prepared from compound 244 of Example 1 by reaction with sodium hydroxide in a methanol/tetrahydrofuran mixture. Starting materials: O=C(O)C1CNCCN1C(=O)N(c1ccccc1)c1cccc(Br)c1, CCCCCN(CCCCC)C(=O)Cl, CCN(C(C)C)C(C)C, CN(C)C=O. Product: CCCCCN(CCCCC)C(=O)N1CCN(C(=O)N(c2ccccc2)c2cccc(Br)c2)C(C(=O)O)C1. RXN SMILES: [Br:1][c:2]1[cH:3][c:4]([N:8]([C:9](=[O:10])[N:11]2[CH:12]([C:17](=[O:18])[OH:19])[CH2:13][NH:14][CH2:15][CH2:16]2)[c:20]2[cH:21][cH:22][cH:23][cH:24][cH:25]2)[cH:5][cH:6][cH:7]1.[CH2:35]([CH2:36][CH2:37][CH2:38][CH3:39])[N:40]([C:41](=[O:42])[Cl:43])[CH2:44][CH2:45][CH2:46][CH2:47][CH3:48].[CH:26]([N:27]([CH2:28][CH3:29])[CH:30]([CH3:31])[CH3:32])([CH3:33])[CH3:34].[O:49]=[CH:50][N:51]([CH3:52])[CH3:53]>>[Br:1][c:2]1[cH:3][c:4]([N:8]([C:9](=[O:10])[N:11]2[CH:12]([C:17](=[O:18])[OH:19])[CH2:13][N:14]([C:41]([N:40]([CH2:35][CH2:36][CH2:37][CH2:38][CH3:39])[CH2:44][CH2:45][CH2:46][CH2:47][CH3:48])=[O:42])[CH2:15][CH2:16]2)[c:20]2[cH:21][cH:22][cH:23][cH:24][cH:25]2)[cH:5][cH:6][cH:7]1. The reactants are C(C)OC(=O)C(C)OC1=NN(C=N1)C1=CC(=CC=C1)F (3-(1-ethoxycarbonylethoxy)-1-(3-fluorophenyl)-1,2,4-1H-triazole), Cl (hydrochloric acid), [OH-].[K+] (potassium hydroxide), ice water. Solvent: C(C)O (ethanol). Product: C(=O)(O)C(C)OC1=NN(C=N1)C1=CC(=CC=C1)F (3-(1-carboxyethoxy)-1-(3-fluorophenyl)-1,2,4-1H-triazole). As a reaction SMILES: C([O:3][C:4]([CH:6]([O:8][C:9]1[N:13]=[CH:12][N:11]([C:14]2[CH:19]=[CH:18][CH:17]=[C:16]([F:20])[CH:15]=2)[N:10]=1)[CH3:7])=[O:5])C.[OH-].[K+].Cl>C(O)C>[C:4]([CH:6]([O:8][C:9]1[N:13]=[CH:12][N:11]([C:14]2[CH:19]=[CH:18][CH:17]=[C:16]([F:20])[CH:15]=2)[N:10]=1)[CH3:7])([OH:5])=[O:3] |f:1.2|. Procedure: Four g of the product of Example 57 was combined with 1.6 g of potassium hydroxide in 100 ml of ethanol, and the mixture was heated briefly to reflux. It was then cooled poured over ice-water, and made acid with hydrochloric acid. The product was collected by filtration and dried to obtain 3.4 g of the desired compound, m.p. 177°-179°.